This data is from the Open Reaction Database (ORD), a public repository of structured organic reaction records. The task is: describe an organic reaction: reactants, conditions, products, and yield Starting materials: Cl.CCOCC (HCl ether), C1(=CC=CC=C1)S(=O)(=O)N[C@H](C(=O)O)CN (2(S)-Phenylsulfonylamino-3-aminopropionic acid), OS(=O)(=O)O (H2SO4), CC(C)=C (isobutylene). The solvent is COCCOC (DME), C(Cl)(Cl)Cl (CHCl3). Run at temperature -78 celsius, time 2 hour. The product is Cl.C1(=CC=CC=C1)S(=O)(=O)N[C@H](C(=O)OC(C)(C)C)CN (tert-Butyl 2(S)-Phenylsulfonylamino-3-aminopropionate hydrochloride). Reaction SMILES: [C:1]1([S:7]([NH:10][C@@H:11]([CH2:15][NH2:16])[C:12]([OH:14])=[O:13])(=[O:9])=[O:8])[CH:6]=[CH:5][CH:4]=[CH:3][CH:2]=1.OS(O)(=O)=O.[CH3:22][C:23](=[CH2:25])[CH3:24].[ClH:26].CCOCC>C(Cl)(Cl)Cl.COCCOC>[ClH:26].[C:1]1([S:7]([NH:10][C@@H:11]([CH2:15][NH2:16])[C:12]([O:14][C:23]([CH3:25])([CH3:24])[CH3:22])=[O:13])(=[O:8])=[O:9])[CH:2]=[CH:3][CH:4]=[CH:5][CH:6]=1 |f:3.4,7.8|. Procedure: In a Fischer-Porter tube, a mixture of 22-2 (102 g, 42 mmol) and DME (150 mL) was sequentially treated with H2SO4 (6.4 mL, 0.12 mol), cooled to -78° C., and then condensed isobutylene (75 mL). The cooling bath removed. After 2 h, ice-water (250 mL) was added followed by washing with ether (2×). The aqueous phase was basified with aq 5N NaOH, then saturated with NaCl, followed by extraction with EtOAc (3×). The combined extracts were washed with brine dried (MgSO4), and concentrated to give a whi... The reactants are BrC(CCCCC)Br (dibromohexane), N1C=CC2=CC=CC=C12.[Na] (indole sodium), CN(C)C=O (DMF). Yields the product BrCCCC(=O)N(C)CCCC (N-(4-Bromobutanoyl)-(n-butyl)-methylamine). As a reaction SMILES: Br[CH:2]([Br:8])[CH2:3][CH2:4][CH2:5]CC.[NH:9]1[C:17]2C(=C[CH:14]=[CH:15][CH:16]=2)C=[CH:10]1.[Na].CN(C=[O:23])C>>[Br:8][CH2:2][CH2:3][CH2:4][C:5]([N:9]([CH2:17][CH2:16][CH2:15][CH3:14])[CH3:10])=[O:23] |f:1.2,^1:17|. Procedure details: Synthesis is performed basically analogously to 5, but with the following changes: the dibromohexane that is used in 4×excess is dissolved in a second reaction flask also while being exposed to nitrogen gassing and while being stirred in an ice bath, and then the indole-sodium salt that is dissolved in DMF is allowed to quickly flow in. The mixture is stirred for two hours at room temperature and then worked up as described under item 5. Reactants: ice water, OC1=CC=C(C=C1)C1=NC2=CC=C(C=C2C(N1C)=O)OC (2-(4-hydroxy-phenyl)-3-methyl-6-methoxy-3,4-dihydro-quinazolin-4-one), BrCCCCl (1-bromo-3-chloropropane), potassium tert. butylate. Run in CS(=O)C (dimethylsulfoxide). Product: ClCCCOC1=CC=C(C=C1)C1=NC2=CC=C(C=C2C(N1C)=O)OC (2-[4-(3-Chloro-propoxy)-phenyl]-3-methyl-6-methoxy-3,4-dihydro-quinazolin-4-one). As a reaction SMILES: [OH:1][C:2]1[CH:7]=[CH:6][C:5]([C:8]2[N:17]([CH3:18])[C:16](=[O:19])[C:15]3[C:10](=[CH:11][CH:12]=[C:13]([O:20][CH3:21])[CH:14]=3)[N:9]=2)=[CH:4][CH:3]=1.Br[CH2:23][CH2:24][CH2:25][Cl:26]>CS(C)=O>[Cl:26][CH2:25][CH2:24][CH2:23][O:1][C:2]1[CH:7]=[CH:6][C:5]([C:8]2[N:17]([CH3:18])[C:16](=[O:19])[C:15]3[C:10](=[CH:11][CH:12]=[C:13]([O:20][CH3:21])[CH:14]=3)[N:9]=2)=[CH:4][CH:3]=1. Procedure: 2.8 gm (10 mmols) of 2-(4-hydroxy-phenyl)-3-methyl-6-methoxy-3,4-dihydro-quinazolin-4-one were dissolved in 20 ml of dimethylsulfoxide, and the solution was mixed, while stirring, with 1.35 gm (10 mmols+20%) of potassium tert. butylate. Subsequently, 2.8 ml of 1-bromo-3-chloropropane were added, and the mixture was stirred at room temperature until the reaction was complete. The reaction mixture was then poured into ice water, the aqueous mixture was extracted with ethyl acetate, and the combine...